This data is from the Open Reaction Database (ORD), a public repository of structured organic reaction records. The task is: describe an organic reaction: reactants, conditions, products, and yield The reactants are FC1=CC2=C(NC(N=C2)=O)C=N1 (6-fluoropyrido[3,4-d]pyrimidinone), S(=O)(Cl)Cl (thionyl chloride), C(#C)C=1C=C(N)C=CC1Cl (3-ethynyl-4-chloroaniline). The reagents and catalysts are CN(C)C=O (DMF). The solvent is CC(=O)N(C)C (DMA). Reaction conditions: time 24 hour. Product: C(#C)C=1C=C(C=CC1Cl)NC=1C2=C(N=CN1)C=NC(=C2)F (N-(3-ethynyl-4-chlorophenyl)-6-fluoropyrido[3,4-d]pyrimidin-4-amine). Isolated yield 100.4%. RXN SMILES: [F:1][C:2]1[N:12]=[CH:11][C:5]2[NH:6][C:7](=O)[N:8]=[CH:9][C:4]=2[CH:3]=1.S(Cl)(Cl)=O.[C:17]([C:19]1[CH:20]=[C:21]([CH:23]=[CH:24][C:25]=1[Cl:26])[NH2:22])#[CH:18]>CN(C=O)C.CC(N(C)C)=O>[C:17]([C:19]1[CH:20]=[C:21]([NH:22][C:9]2[C:4]3[CH:3]=[C:2]([F:1])[N:12]=[CH:11][C:5]=3[N:6]=[CH:7][N:8]=2)[CH:23]=[CH:24][C:25]=1[Cl:26])#[CH:18]. Procedure details: A heterogeneous mixture of 6-fluoropyrido[3,4-d]pyrimidin-4(3H)-one (200) (1.65 g, 10.0 mmol), thionyl chloride (20 mL) and a catalytic amount of DMF (2 drops) was stirred under reflux for 24 h to give a homogeneous mixture. It was evaporated under reduced pressure at 45° C. (bath temperature) to give a light brown solid. To this solid was added a solution of 3-ethynyl-4-chloroaniline (J. Org. Chem., 1981, 46, 2280-2286) (1.67 g, 11.0 mmol) and dry DMA (15 mL). The residue of 3-ethynyl-4-chloroa...